This data is from the Open Reaction Database (ORD), a public repository of structured organic reaction records. The task is: describe an organic reaction: reactants, conditions, products, and yield Reactants: CCO, CCN(Cc1cc(Cl)ccc1OCC1CCC1)c1ccc(C#N)nn1, [Na+], [OH-], O. Yields the product CCN(Cc1cc(Cl)ccc1OCC1CCC1)c1ccc(C(=O)O)nn1. Reaction SMILES: [CH3:29][CH2:30][OH:31].[Cl:1][c:2]1[cH:3][cH:4][c:5]([O:20][CH2:21][CH:22]2[CH2:23][CH2:24][CH2:25]2)[c:6]([CH2:7][N:8]([CH2:9][CH3:10])[c:11]2[cH:12][cH:13][c:14]([C:17]#[N:18])[n:15][n:16]2)[cH:19]1.[Na+:27].[OH-:26].[OH2:28]>>[Cl:1][c:2]1[cH:3][cH:4][c:5]([O:20][CH2:21][CH:22]2[CH2:23][CH2:24][CH2:25]2)[c:6]([CH2:7][N:8]([CH2:9][CH3:10])[c:11]2[cH:12][cH:13][c:14]([C:17](=[O:26])[OH:28])[n:15][n:16]2)[cH:19]1.